Task: describe an organic reaction: reactants, conditions, products, and yield. Dataset: the Open Reaction Database (ORD), a public repository of structured organic reaction records The reactants are O=[O+][O-] (ozone), C(C)(=O)CC(C)=O (acetylacetone), CO (methanol), pivaloyloxymethyl [3R,4S]-2-[4-chloro-3-(1-hydroxyisopropyl)-2-oxoazetidin-1-yl]-2-isopropylidenylacetate, Cl[C@H]1[C@@H](C(N1C(C(=O)OCOC(C(C)(C)C)=O)=O)=O)C(C)(C)O (pivaloyloxymethyl [3R,4S]-2-[4-chloro-3-(1-hydroxyisopropyl)-2-oxoazetidin-1-yl]-2-oxoacetate), C[O-].[Na+] (sodium methylate). Solvent: CCCCCC.C(C)(=O)OCC (n-hexane ethyl acetate), ClCCl (dichloromethane). Conditions: temperature -10 celsius. The product is C(C)(=O)C([C@H]1[C@H](C(N1)=O)C(C)(C)O)C(C)=O ([3S,4S]-4-Bisacetylmethyl-3-(1-hydroxyisopropyl)-2-oxoazetidine). Reaction SMILES: O=[O+][O-].Cl[C@@H:5]1[N:8](C(=O)C(OCOC(=O)C(C)(C)C)=O)[C:7](=[O:22])[C@H:6]1[C:23]([OH:26])([CH3:25])[CH3:24].[C:27]([CH2:30][C:31](=[O:33])[CH3:32])(=[O:29])[CH3:28].CO.C[O-].[Na+]>ClCCl.CCCCCC.C(OCC)(=O)C>[C:27]([CH:30]([C:31](=[O:33])[CH3:32])[C@@H:5]1[NH:8][C:7](=[O:22])[C@@H:6]1[C:23]([OH:26])([CH3:24])[CH3:25])(=[O:29])[CH3:28] |f:4.5,7.8|. Procedure: A solution of 1.5 g (4 mMol) of pivaloyloxymethyl [3R,4S]-2-[4-chloro-3-(1-hydroxyisopropyl)-2-oxoazetidin-1-yl]-2-isopropylidenylacetate in 50 ml of dichloromethane is stirred at -78° C., to which is introduced ozone for 15 minutes. Consumption of the starting material is cofirmed by means of thin-layer chromatography. Introduction of nitrogen gas into the reaction mixture for 30 minutes gives a solution containing pivaloyloxymethyl [3R,4S]-2-[4-chloro-3-(1-hydroxyisopropyl)-2-oxoazetidin-1-yl]... Starting materials: C1(=CC=CC=C1)CCCCCBr (5-phenyl-1-bromopentane), C([O-])([O-])=O.[K+].[K+] (potassium carbonate), C(C)(C)(C)OC(=O)N(CCC1=C(C=CC=C1)O)CC1=CC=C(C(=O)OC)C=C1 (methyl 4-{[(tert-butoxycarbonyl)-(2-hydroxyphenethyl)-amino]methyl}benzoate), O (water). The solvent is C(C)#N (acetonitrile). Yields the product C(C)(C)(C)OC(=O)N(CCC1=C(C=CC=C1)OCCCCCC1=CC=CC=C1)CC1=CC=C(C(=O)OC)C=C1 (Methyl 4[((tert-butoxycarbonyl){2-[(5-phenylpentyl)oxy]-phenethyl}amino)-methyl]benzoate). Reaction SMILES: [C:1]([O:5][C:6]([N:8]([CH2:18][C:19]1[CH:28]=[CH:27][C:22]([C:23]([O:25][CH3:26])=[O:24])=[CH:21][CH:20]=1)[CH2:9][CH2:10][C:11]1[CH:16]=[CH:15][CH:14]=[CH:13][C:12]=1[OH:17])=[O:7])([CH3:4])([CH3:3])[CH3:2].[C:29]1([CH2:35][CH2:36][CH2:37][CH2:38][CH2:39]Br)[CH:34]=[CH:33][CH:32]=[CH:31][CH:30]=1.C(=O)([O-])[O-].[K+].[K+].O>C(#N)C>[C:1]([O:5][C:6]([N:8]([CH2:18][C:19]1[CH:20]=[CH:21][C:22]([C:23]([O:25][CH3:26])=[O:24])=[CH:27][CH:28]=1)[CH2:9][CH2:10][C:11]1[CH:16]=[CH:15][CH:14]=[CH:13][C:12]=1[O:17][CH2:39][CH2:38][CH2:37][CH2:36][CH2:35][C:29]1[CH:34]=[CH:33][CH:32]=[CH:31][CH:30]=1)=[O:7])([CH3:3])([CH3:2])[CH3:4] |f:2.3.4|. Procedure details: 1.78 g (4.63 mmol) of methyl 4-{[(tert-butoxycarbonyl)-(2-hydroxyphenethyl)-amino]methyl}benzoate from Ex. V.2, 1.05 g (4.63 mmol) of 5-phenyl-1-bromopentane and 0.77 g (5.55 mmol) of potassium carbonate in 15 ml of acetonitrile are heated at reflux for 18 hours. The reaction mixture is poured into water, extracted with ethyl acetate and dried over magnesium sulphate and the solvent is distilled off under reduced pressure. A solid is obtained which is reacted further without purification. The reactants are COC(C(CC1=CC(=C(C(=C1)C)C1=NC2=C(N1)C=C(C=C2)C=2OC(=NN2)C2=C(C=CC=C2)C)C)(C)C)=O (3-{3,5-dimethyl-4-[6-(5-o-tolyl-[1,3,4]oxadiazol-2-yl)-1H-benzoimidazol-2-yl]-phenyl}-2,2-dimethyl-propionic acid methyl ester), Cl (HCl), [OH-].[Na+] (NaOH), [OH-].[Na+] (NaOH). Solvent: C1CCOC1 (THF), CO (MeOH), O (water). Run at time 4 hour. Product: CC=1C=C(C=C(C1C1=NC2=C(N1)C=C(C=C2)C=2OC(=NN2)C2=C(C=CC=C2)C)C)CC(C(=O)O)(C)C (3-{3,5-Dimethyl-4-[6-(5-o-tolyl-[1,3,4]oxadiazol-2-yl)-1H-benzoimidazol-2-yl]-phenyl}-2,2-dimethyl-propionic acid). As a reaction SMILES: C[O:2][C:3](=[O:37])[C:4]([CH3:36])([CH3:35])[CH2:5][C:6]1[CH:11]=[C:10]([CH3:12])[C:9]([C:13]2[NH:17][C:16]3[CH:18]=[C:19]([C:22]4[O:23][C:24]([C:27]5[CH:32]=[CH:31][CH:30]=[CH:29][C:28]=5[CH3:33])=[N:25][N:26]=4)[CH:20]=[CH:21][C:15]=3[N:14]=2)=[C:8]([CH3:34])[CH:7]=1.[OH-].[Na+].Cl>C1COCC1.CO.O>[CH3:12][C:10]1[CH:11]=[C:6]([CH2:5][C:4]([CH3:36])([CH3:35])[C:3]([OH:37])=[O:2])[CH:7]=[C:8]([CH3:34])[C:9]=1[C:13]1[NH:17][C:16]2[CH:18]=[C:19]([C:22]3[O:23][C:24]([C:27]4[CH:32]=[CH:31][CH:30]=[CH:29][C:28]=4[CH3:33])=[N:25][N:26]=3)[CH:20]=[CH:21][C:15]=2[N:14]=1 |f:1.2|. Procedure details: Dissolve 3-{3,5-dimethyl-4-[6-(5-o-tolyl-[1,3,4]oxadiazol-2-yl)-1H-benzoimidazol-2-yl]-phenyl}-2,2-dimethyl-propionic acid methyl ester (286 mg, 0.578 mmol) in THF (2.9 mL)/MeOH (2.9 mL). Add 1 N NaOH (2.9 mL) and stir for 4 h. Add NaOH (102 mg, 2.55 mmol) in water (1 mL). Upon disappearance of the ester by LC/MS, concentrate the reaction. Acidify to pH 1.5 by addition of 1 N HCl (5.4 mL). Collect the solid by filtration and dry at 40° C. in a vacuum oven. Triturate the solid with DCM to afford ...